describe an organic reaction: reactants, conditions, products, and yield From a dataset of the Open Reaction Database (ORD), a public repository of structured organic reaction records. Reactants: C1CCOC1, CC(C)(C=O)c1cc(NC(=O)C(C)(C)S(=O)(=O)C2CCOCC2)on1, CN. Product: CNCC(C)(C)c1cc(NC(=O)C(C)(C)S(=O)(=O)C2CCOCC2)on1. Reaction SMILES: [CH2:28]1[O:29][CH2:30][CH2:31][CH2:32]1.[CH3:1][C:2]([CH:3]=[O:4])([CH3:5])[c:6]1[n:7][o:8][c:9]([NH:11][C:12]([C:13]([CH3:14])([S:15](=[O:16])(=[O:17])[CH:18]2[CH2:19][CH2:20][O:21][CH2:22][CH2:23]2)[CH3:24])=[O:25])[cH:10]1.[CH3:26][NH2:27]>>[CH3:1][C:2]([CH2:3][NH:27][CH3:26])([CH3:5])[c:6]1[n:7][o:8][c:9]([NH:11][C:12]([C:13]([CH3:14])([S:15](=[O:16])(=[O:17])[CH:18]2[CH2:19][CH2:20][O:21][CH2:22][CH2:23]2)[CH3:24])=[O:25])[cH:10]1. Starting materials: CC(C(C)(C)O1)(C)OB1C2=CN=C(N3CCN(S(C4=CC=C(Cl)C=C4)(=O)=O)CC3)C=C2, BrC1=CC2=C(C=C1)C=CN2. The reagents and catalysts are CC(C)(C)C1=CC=C(C=C1)C2=CC=C(C=C2)C(C)(C)C, C(=O)([O-])[O-].[Na+].[Na+], C1=CC=C(C=C1)P(C2=CC=CC=C2)C3=CC=CC=C3.C1=CC=C(C=C1)P(C2=CC=CC=C2)C3=CC=CC=C3.C1=CC=C(C=C1)P(C2=CC=CC=C2)C3=CC=CC=C3.C1=CC=C(C=C1)P(C2=CC=CC=C2)C3=CC=CC=C3.[Pd]. The solvent is COCCOC, O (water), COCCOC. Conditions: temperature 85 celsius, time 24 hour. Yields the product ClC(C=C1)=CC=C1S(N(CC2)CCN2C3=NC=C(C4=CC5=C(C=C4)C=CN5)C=C3)(=O)=O. Yield: 51.0%. The reactants are COC1=CC=C2C(=N1)C(=CN2)CC(=O)OCC (Ethyl 2-(5-methoxy-1H-pyrrolo[3,2-b]pyridin-3-yl)acetate), C(C)(C)N(C(C)C)CC (N,N-diisopropylethylamine), C(OC(C)(C)C)(OC(C)(C)C)=O (di-tert-butyl carbonate), C1CC(=O)N(C1=O)Br (NBS). The reagents and catalysts are CN(C1=CC=NC=C1)C (4-dimethylaminopyridine). The solvent is C(Cl)Cl (methylene chloride), C(Cl)Cl (methylene chloride). Reaction conditions: temperature 0 celsius. Product: BrC1=C(C2=NC(=CC=C2N1C(=O)OC(C)(C)C)OC)CC(=O)OCC (tert-butyl 2-bromo-3-(2-ethoxy-2-oxoethyl)-5-methoxy-1H-pyrrolo[3,2-b]pyridine-1-carboxylate). Isolated yield 25.8%. RXN SMILES: [CH3:1][O:2][C:3]1[N:8]=[C:7]2[C:9]([CH2:12][C:13]([O:15][CH2:16][CH3:17])=[O:14])=[CH:10][NH:11][C:6]2=[CH:5][CH:4]=1.C1C(=O)N([Br:25])C(=O)C1.C(N(CC)C(C)C)(C)C.[C:35](=O)([O:41][C:42]([CH3:45])([CH3:44])[CH3:43])[O:36]C(C)(C)C>C(Cl)Cl.CN(C)C1C=CN=CC=1>[Br:25][C:10]1[N:11]([C:35]([O:41][C:42]([CH3:45])([CH3:44])[CH3:43])=[O:36])[C:6]2[C:7](=[N:8][C:3]([O:2][CH3:1])=[CH:4][CH:5]=2)[C:9]=1[CH2:12][C:13]([O:15][CH2:16][CH3:17])=[O:14]. Procedure details: Ethyl 2-(5-methoxy-1H-pyrrolo[3,2-b]pyridin-3-yl)acetate (1.0 g, 4.26 mmol) was dissolved in methylene chloride (40 mL) and cooled to 0° C. with ice-water bath. NBS (760 mg, 4.26 mmol) was added in small portions over 1 hour. The reaction mixture was allowed to stir at 0° C. for two more hours. Then, to the reaction mixture were added N,N-diisopropylethylamine (1.86 mL, 8.52 mmol), di-tert-butyl carbonate (1.86 g, 8.52 mmol) and 4-dimethylaminopyridine (52 mg, 0.42 mmol). The resulting mixture w... Starting materials: CN1N=C(N=N1)C1=C(N=C(S1)N)C=1SC=CC1 (5-(2-methyl-2H-tetrazol-5-yl)-4-thiophen-2-yl-thiazol-2-ylamine), COC=1C=C(C=CC1OC)CC(=O)Cl ((3,4-dimethoxy-phenyl)-acetyl chloride). Product: COC=1C=C(C=CC1OC)CC(=O)NC=1SC(=C(N1)C=1SC=CC1)C=1N=NN(N1)C (2-(3,4-Dimethoxy-phenyl)-N-[5-(2-methyl-2H-tetrazol-yl)-4-thiophen-2-yl-thiazol-2-yl]-acetamide). As a reaction SMILES: [CH3:1][N:2]1[N:6]=[N:5][C:4]([C:7]2[S:11][C:10]([NH2:12])=[N:9][C:8]=2[C:13]2[S:14][CH:15]=[CH:16][CH:17]=2)=[N:3]1.[CH3:18][O:19][C:20]1[CH:21]=[C:22]([CH2:28][C:29](Cl)=[O:30])[CH:23]=[CH:24][C:25]=1[O:26][CH3:27]>>[CH3:18][O:19][C:20]1[CH:21]=[C:22]([CH2:28][C:29]([NH:12][C:10]2[S:11][C:7]([C:4]3[N:5]=[N:6][N:2]([CH3:1])[N:3]=3)=[C:8]([C:13]3[S:14][CH:15]=[CH:16][CH:17]=3)[N:9]=2)=[O:30])[CH:23]=[CH:24][C:25]=1[O:26][CH3:27]. Reported procedure: Prepared from 5-(2-methyl-2H-tetrazol-5-yl)-4-thiophen-2-yl-thiazol-2-ylamine and (3,4-dimethoxy-phenyl)-acetyl chloride.